Dataset: the Open Reaction Database (ORD), a public repository of structured organic reaction records. Task: describe an organic reaction: reactants, conditions, products, and yield Starting materials: CO, O, CC(C)(CNC(CO)(CO)CO)[N+](=O)[O-]. Yields the product CC(C)(N)CNC(CO)(CO)CO. As a reaction SMILES: [CH3:16][OH:17].[OH2:18].[OH:1][CH2:2][C:3]([CH2:4][OH:5])([CH2:6][OH:7])[NH:8][CH2:9][C:10]([CH3:11])([N+:12]([O-:13])=[O:14])[CH3:15]>>[OH:1][CH2:2][C:3]([CH2:4][OH:5])([CH2:6][OH:7])[NH:8][CH2:9][C:10]([CH3:11])([NH2:12])[CH3:15]. Reactants: CCNC(=O)NN(C)CC(=O)O, CCOC(OCC)C(C)N(Cc1cccc2ccccc12)C(=O)C(N)CC(=O)OC(C)(C)C. Product: CCNC(=O)NN(C)CC(=O)NC(CC(=O)OC(C)(C)C)C(=O)N(Cc1cccc2ccccc12)C(C)C(OCC)OCC. Reaction SMILES: [CH2:1]([CH3:2])[NH:3][C:4](=[O:5])[NH:6][N:7]([CH3:8])[CH2:9][C:10](=[O:11])[OH:12].[NH2:13][CH:14]([CH2:15][C:16](=[O:17])[O:18][C:19]([CH3:20])([CH3:21])[CH3:22])[C:23](=[O:24])[N:25]([CH2:26][c:27]1[cH:28][cH:29][cH:30][c:31]2[cH:32][cH:33][cH:34][cH:35][c:36]12)[CH:37]([CH:38]([O:39][CH2:40][CH3:41])[O:42][CH2:43][CH3:44])[CH3:45]>>[CH2:1]([CH3:2])[NH:3][C:4](=[O:5])[NH:6][N:7]([CH3:8])[CH2:9][C:10](=[O:12])[NH:13][CH:14]([CH2:15][C:16](=[O:17])[O:18][C:19]([CH3:20])([CH3:21])[CH3:22])[C:23](=[O:24])[N:25]([CH2:26][c:27]1[cH:28][cH:29][cH:30][c:31]2[cH:32][cH:33][cH:34][cH:35][c:36]12)[CH:37]([CH:38]([O:39][CH2:40][CH3:41])[O:42][CH2:43][CH3:44])[CH3:45].